Dataset: the Open Reaction Database (ORD), a public repository of structured organic reaction records. Task: describe an organic reaction: reactants, conditions, products, and yield The product is COC(=O)C1CC1c1ccc(C#Cc2cc(Cl)nc(Cl)c2)cc1. As a reaction SMILES: [C:1](#[CH:2])[c:3]1[cH:4][cH:5][c:6]([CH:9]2[CH:10]([C:12](=[O:13])[O:14][CH3:15])[CH2:11]2)[cH:7][cH:8]1.[Cl:16][c:17]1[n:18][c:19]([Cl:24])[cH:20][c:21]([I:23])[cH:22]1>>[C:1](#[C:2][c:21]1[cH:20][c:19]([Cl:24])[n:18][c:17]([Cl:16])[cH:22]1)[c:3]1[cH:4][cH:5][c:6]([CH:9]2[CH:10]([C:12](=[O:13])[O:14][CH3:15])[CH2:11]2)[cH:7][cH:8]1. The reactants are C#Cc1ccc(C2CC2C(=O)OC)cc1, Clc1cc(I)cc(Cl)n1. Starting materials: [Br-], [Br-], CC(C)(C)OC(=O)N1CCC(c2cnc(OCCCOCc3ccccc3)nc2)C(OCc2ccc3ccccc3c2)C1, [Zn+2]. Product: c1ccc(COCCCOc2ncc(C3CCNCC3OCc3ccc4ccccc4c3)cn2)cc1. Reaction SMILES: [Br-:44].[Br-:46].[CH2:1]([c:2]1[cH:3][cH:4][cH:5][cH:6][cH:7]1)[O:8][CH2:9][CH2:10][CH2:11][O:12][c:13]1[n:14][cH:15][c:16]([CH:19]2[CH:20]([O:32][CH2:33][c:34]3[cH:35][c:36]4[cH:37][cH:38][cH:39][cH:40][c:41]4[cH:42][cH:43]3)[CH2:21][N:22]([C:25]([O:26][C:27]([CH3:28])([CH3:29])[CH3:30])=[O:31])[CH2:23][CH2:24]2)[cH:17][n:18]1.[Zn+2:45]>>[CH2:1]([c:2]1[cH:3][cH:4][cH:5][cH:6][cH:7]1)[O:8][CH2:9][CH2:10][CH2:11][O:12][c:13]1[n:14][cH:15][c:16]([CH:19]2[CH:20]([O:32][CH2:33][c:34]3[cH:35][c:36]4[cH:37][cH:38][cH:39][cH:40][c:41]4[cH:42][cH:43]3)[CH2:21][NH:22][CH2:23][CH2:24]2)[cH:17][n:18]1. Product: C(C)(C)OC1=CN=CC(=N1)C1=CNC2=CC=C(C=C12)C1=NOC(=N1)NC(C)=O (N-(3-(3-(6-isopropoxypyrazin-2-yl)-1H-indol-5-yl)-1,2,4-oxadiazol-5-yl)acetamide). The yield is 5.6%. Reactants: C(C)(C)OC1=CN=CC(=N1)C1=CN(C2=CC=C(C=C12)C1=NOC(=N1)NC(C)=O)S(=O)(=O)C1=CC=C(C)C=C1 (N-(3-(3-(6-isopropoxypyrazin-2-yl)-1-tosyl-1H-indol-5-yl)-1,2,4-oxadiazol-5-yl)acetamide), [OH-].[Na+] (NaOH), ice. Reaction SMILES: [CH:1]([O:4][C:5]1[N:10]=[C:9]([C:11]2[C:19]3[C:14](=[CH:15][CH:16]=[C:17]([C:20]4[N:24]=[C:23]([NH:25][C:26](=[O:28])[CH3:27])[O:22][N:21]=4)[CH:18]=3)[N:13](S(C3C=CC(C)=CC=3)(=O)=O)[CH:12]=2)[CH:8]=[N:7][CH:6]=1)([CH3:3])[CH3:2].[OH-].[Na+]>O1CCOCC1>[CH:1]([O:4][C:5]1[N:10]=[C:9]([C:11]2[C:19]3[C:14](=[CH:15][CH:16]=[C:17]([C:20]4[N:24]=[C:23]([NH:25][C:26](=[O:28])[CH3:27])[O:22][N:21]=4)[CH:18]=3)[NH:13][CH:12]=2)[CH:8]=[N:7][CH:6]=1)([CH3:3])[CH3:2] |f:1.2|. Reaction conditions: time 48 hour. Procedure: To a solution of N-(3-(3-(6-isopropoxypyrazin-2-yl)-1-tosyl-1H-indol-5-yl)-1,2,4-oxadiazol-5-yl)acetamide (220 mg, 0.47 mmol) in 1,4-dioxane (2.0 mL) was added 10% aq NaOH (1.0 mL) and the reaction was stirred at RT for 48 h. The mixture was treated with ice cold water (5.0 mL) and the precipitate was filtered and washed with water. The crude product was purified with preparative HPLC (eluent: 50-80% MeCN in water with 0.01% TFA) to give N-(3-(3-(6-isopropoxypyrazin-2-yl)-1H-indol-5-yl)-1,2,4-ox... Run in O1CCOCC1 (1,4-dioxane).